This data is from the Open Reaction Database (ORD), a public repository of structured organic reaction records. The task is: describe an organic reaction: reactants, conditions, products, and yield Starting materials: [Cl-].O[NH3+] (hydroxylammonium chloride), C(O)([O-])=O.[Na+] (sodium hydrogencarbonate), CS(=O)C (dimethyl sulfoxide), C(C)C1=CC2=C(N(C(N(C2=O)CC(C(C)(C)C)O)=O)CC2=CC=C(C=C2)C=2C(=CC=CC2)C#N)S1 (4′-{[6-ethyl-3-(2-hydroxy-3,3-dimethylbutyl)-2,4-dioxo-3,4-dihydrothieno[2,3-d]pyrimidin-1(2H)-yl]methyl}biphenyl-2-carbonitrile). Solvent: O (water), C(C)(=O)OCC (ethyl acetate). Conditions: temperature 50 celsius, time 30 minute. Yields the product C(C)C1=CC2=C(N(C(N(C2=O)CC(C(C)(C)C)O)=O)CC2=CC=C(C=C2)C2=C(C=CC=C2)C2=NOC(N2)=O)S1 (6-ethyl-3-(2-hydroxy-3,3-dimethylbutyl)-1-{[2′-(5-oxo-4,5-dihydro-1,2,4-oxadiazol-3-yl)biphenyl-4-yl]methyl}thieno[2,3-d]pyrimidine-2,4(1H,3H)-dione). Yield: 60.4%. Reaction SMILES: [Cl-].O[NH3+:3].[C:4](=[O:7])([O-])[OH:5].[Na+].CS(C)=O.[CH2:13]([C:15]1[S:47][C:18]2[N:19]([CH2:32][C:33]3[CH:38]=[CH:37][C:36]([C:39]4[C:40]([C:45]#[N:46])=[CH:41][CH:42]=[CH:43][CH:44]=4)=[CH:35][CH:34]=3)[C:20](=[O:31])[N:21]([CH2:24][CH:25]([OH:30])[C:26]([CH3:29])([CH3:28])[CH3:27])[C:22](=[O:23])[C:17]=2[CH:16]=1)[CH3:14]>O.C(OCC)(=O)C>[CH2:13]([C:15]1[S:47][C:18]2[N:19]([CH2:32][C:33]3[CH:34]=[CH:35][C:36]([C:39]4[CH:44]=[CH:43][CH:42]=[CH:41][C:40]=4[C:45]4[NH:3][C:4](=[O:7])[O:5][N:46]=4)=[CH:37][CH:38]=3)[C:20](=[O:31])[N:21]([CH2:24][CH:25]([OH:30])[C:26]([CH3:29])([CH3:28])[CH3:27])[C:22](=[O:23])[C:17]=2[CH:16]=1)[CH3:14] |f:0.1,2.3|. Reported procedure: A mixture of hydroxylammonium chloride (0.69 g), sodium hydrogencarbonate (1.1 g) and dimethyl sulfoxide (6 mL) was stirred at 50° C. for 30 min, 4′-{[6-ethyl-3-(2-hydroxy-3,3-dimethylbutyl)-2,4-dioxo-3,4-dihydrothieno[2,3-d]pyrimidin-1(2H)-yl]methyl}biphenyl-2-carbonitrile (0.62 g) was added, and the mixture was stirred at 90° C. for 20 hr. After allowing to cool to room temperature, ethyl acetate and water were added to the reaction mixture, and the mixture was extracted with ethyl acetate. Th... Starting materials: BrC1=CC=C(C=C1)[C@@H]1[C@H](C1)CCO (2-[(1R,2S)-2-(4-Bromophenyl)cycloprop-1-yl]ethanol), C(#N)C1=CC=C(C=C1)B(O)O (4-cyanophenylboronic acid), C(=O)([O-])[O-].[Cs+].[Cs+] (Cs2CO3). Reagents/catalysts: Cl[Pd]([P](C1=CC=CC=C1)(C2=CC=CC=C2)C3=CC=CC=C3)([P](C4=CC=CC=C4)(C5=CC=CC=C5)C6=CC=CC=C6)Cl (Pd(PPh3)2Cl2). Run in C(C)(C)O (isopropanol). The product is OCC[C@@H]1[C@H](C1)C1=CC=C(C=C1)C1=CC=C(C=C1)C#N (4′-[(1S,2R)-2-(2-Hydroxyethyl)cycloprop-1-yl]biphenyl-4-carbonitrile). Reaction SMILES: Br[C:2]1[CH:7]=[CH:6][C:5]([C@H:8]2[CH2:10][C@@H:9]2[CH2:11][CH2:12][OH:13])=[CH:4][CH:3]=1.[C:14]([C:16]1[CH:21]=[CH:20][C:19](B(O)O)=[CH:18][CH:17]=1)#[N:15].C([O-])([O-])=O.[Cs+].[Cs+]>C(O)(C)C.Cl[Pd](Cl)([P](C1C=CC=CC=1)(C1C=CC=CC=1)C1C=CC=CC=1)[P](C1C=CC=CC=1)(C1C=CC=CC=1)C1C=CC=CC=1>[OH:13][CH2:12][CH2:11][C@H:9]1[CH2:10][C@@H:8]1[C:5]1[CH:6]=[CH:7][C:2]([C:19]2[CH:20]=[CH:21][C:16]([C:14]#[N:15])=[CH:17][CH:18]=2)=[CH:3][CH:4]=1 |f:2.3.4,^1:37,56|. Reported procedure: A solution of the product of Example 28E (2-[(1R,2S)-2-(4-bromophenyl)cycloprop-1-yl]ethanol), 4-cyanophenylboronic acid [CAS 126747-14-6] (2 equivalents), Pd(PPh3)2Cl2, and Cs2CO3 in isopropanol under N2 was stirred at reflux overnight. The mixture was partitioned between ethyl acetate and H2O. The organic layer was washed with saturated aqueous NaHCO3 and then with brine. The organic layer was then dried (MgSO4) and filtered. The filtrate was concentrated in vacuo and the resulting residue was... Starting materials: CCOC(=O)C=C1CCN(C(=O)OC(C)(C)C)C1, CCO. Yields the product CCOC(=O)CC1CCN(C(=O)OC(C)(C)C)C1. As a reaction SMILES: [CH2:1]([CH3:2])[O:3][C:4]([CH:5]=[C:6]1[CH2:7][N:8]([C:11](=[O:12])[O:13][C:14]([CH3:15])([CH3:16])[CH3:17])[CH2:9][CH2:10]1)=[O:18].[CH3:19][CH2:20][OH:21]>>[CH2:1]([CH3:2])[O:3][C:4]([CH2:5][CH:6]1[CH2:7][N:8]([C:11](=[O:12])[O:13][C:14]([CH3:15])([CH3:16])[CH3:17])[CH2:9][CH2:10]1)=[O:18]. Reactants: CCN(CC)CCCCl, O=S(=O)(c1ccc(O)cc1)c1c(-c2ccc(Cl)cc2)oc2ccccc12. Product: CCN(CC)CCCOc1ccc(S(=O)(=O)c2c(-c3ccc(Cl)cc3)oc3ccccc23)cc1. Reaction SMILES: [CH2:27]([CH3:28])[N:29]([CH2:30][CH2:31][CH2:32][Cl:33])[CH2:34][CH3:35].[Cl:1][c:2]1[cH:3][cH:4][c:5](-[c:8]2[o:9][c:10]3[c:11]([c:12]2[S:13](=[O:14])(=[O:15])[c:16]2[cH:17][cH:18][c:19]([OH:22])[cH:20][cH:21]2)[cH:23][cH:24][cH:25][cH:26]3)[cH:6][cH:7]1>>[Cl:1][c:2]1[cH:3][cH:4][c:5](-[c:8]2[o:9][c:10]3[c:11]([c:12]2[S:13](=[O:14])(=[O:15])[c:16]2[cH:17][cH:18][c:19]([O:22][CH2:32][CH2:31][CH2:30][N:29]([CH2:27][CH3:28])[CH2:34][CH3:35])[cH:20][cH:21]2)[cH:23][cH:24][cH:25][cH:26]3)[cH:6][cH:7]1. Reactants: C1CCOC1, O=C(CCO)n1ccnc1[N+](=O)[O-], O=P(Cl)(Cl)Cl. Yields the product O=C(CCOP(=O)(Cl)Cl)n1ccnc1[N+](=O)[O-]. RXN SMILES: [CH2:19]1[O:20][CH2:21][CH2:22][CH2:23]1.[N+:1](=[O:2])([O-:3])[c:4]1[n:5]([C:9](=[O:10])[CH2:11][CH2:12][OH:13])[cH:6][cH:7][n:8]1.[P:14](=[O:15])([Cl:16])([Cl:17])[Cl:18]>>[N+:1](=[O:2])([O-:3])[c:4]1[n:5]([C:9](=[O:10])[CH2:11][CH2:12][O:13][P:14](=[O:15])([Cl:16])[Cl:17])[cH:6][cH:7][n:8]1. Reactants: FC(C1=CC=C(C=C1)C1=CC=C(S1)C(C)=O)(F)F (1-(5-(4-(trifluoromethyl)phenyl)thien-2-yl)ethanone), FC=1C=C(C=O)C=CC1O (3-fluoro-4-hydroxybenzaldehyde). Yields the product FC=1C=C(C=CC1O)C=CC(=O)C=1SC(=CC1)C1=CC=C(C=C1)C(F)(F)F (3-(3-Fluoro-4-hydroxyphenyl)-1-(5-(4-(trifluoromethyl)phenyl)thien-2-yl)prop-2-en-1-one). RXN SMILES: [F:1][C:2]([F:18])([F:17])[C:3]1[CH:8]=[CH:7][C:6]([C:9]2[S:13][C:12]([C:14](=[O:16])[CH3:15])=[CH:11][CH:10]=2)=[CH:5][CH:4]=1.[F:19][C:20]1[CH:21]=[C:22]([CH:25]=[CH:26][C:27]=1[OH:28])[CH:23]=O>>[F:19][C:20]1[CH:21]=[C:22]([CH:23]=[CH:15][C:14]([C:12]2[S:13][C:9]([C:6]3[CH:5]=[CH:4][C:3]([C:2]([F:17])([F:1])[F:18])=[CH:8][CH:7]=3)=[CH:10][CH:11]=2)=[O:16])[CH:25]=[CH:26][C:27]=1[OH:28]. Reported procedure: 3-(3-Fluoro-4-hydroxyphenyl)-1-(5-(4-(trifluoromethyl)phenyl)thien-2-yl)prop-2-en-1-one is prepared from 1-(5-(4-(trifluoromethyl)phenyl)thien-2-yl)ethanone and 3-fluoro-4-hydroxybenzaldehyde according to general procedure B. The residue is crystallized from acetonitrile. Reactants: C(C)OC(=O)C1(N(C(CC1)=O)C=1C=NC(=CC1)OC1=CC=C(C=C1)C(=O)NN)C(=O)OCC (1-[6-(4-Hydrazinocarbonyl-phenoxy)-pyridin-3-yl]-5-oxo-pyrrolidine-2,2-dicarboxylic acid diethyl ester), COC(OC)OC (trimethylorthoformate), xylenes. Yields the product C(C)OC(=O)C1(N(C(CC1)=O)C=1C=NC(=CC1)OC1=CC=C(C=C1)C=1OC=NN1)C(=O)OCC (1-[6-(4-[1,3,4]oxadiazol-2-yl-phenoxy)-pyridin-3-yl]-5-oxo-pyrrolidine-2,2-dicarboxylic acid diethyl ester). Yield: 97.4%. RXN SMILES: [CH2:1]([O:3][C:4]([C:6]1([C:29]([O:31][CH2:32][CH3:33])=[O:30])[CH2:10][CH2:9][C:8](=[O:11])[N:7]1[C:12]1[CH:13]=[N:14][C:15]([O:18][C:19]2[CH:24]=[CH:23][C:22]([C:25]([NH:27][NH2:28])=[O:26])=[CH:21][CH:20]=2)=[CH:16][CH:17]=1)=[O:5])[CH3:2].[CH3:34]OC(OC)OC>>[CH2:1]([O:3][C:4]([C:6]1([C:29]([O:31][CH2:32][CH3:33])=[O:30])[CH2:10][CH2:9][C:8](=[O:11])[N:7]1[C:12]1[CH:13]=[N:14][C:15]([O:18][C:19]2[CH:24]=[CH:23][C:22]([C:25]3[O:26][CH:34]=[N:28][N:27]=3)=[CH:21][CH:20]=2)=[CH:16][CH:17]=1)=[O:5])[CH3:2]. Procedure: A mixture of affording 1-[6-(4-Hydrazinocarbonyl-phenoxy)-pyridin-3-yl]-5-oxo-pyrrolidine-2,2-dicarboxylic acid diethyl ester (0.20 g, 0.44 mmol), trimethylorthoformate (0.1 mL, 0.91 mmol) and 1 mL of xylenes was refluxed for 24 hours. The mixture was concentrated in vacuo, affording 1-[6-(4-[1,3,4]oxadiazol-2-yl-phenoxy)-pyridin-3-yl]-5-oxo-pyrrolidine-2,2-dicarboxylic acid diethyl ester (0.2 g) as a colorless syrup. MS (APCl, m/z): 467.2 [M+H]+.